This data is from the Open Reaction Database (ORD), a public repository of structured organic reaction records. The task is: describe an organic reaction: reactants, conditions, products, and yield Reactants: CC(C)(C)OC(=O)NC(CCO)C(=O)O, CN1CC(c2ccccc2)C2(CCCNC2)C1=O, CC#N, CCOC(C)=O, CCN(C(C)C)C(C)C, O. The product is CN1CC(c2ccccc2)C2(CCCN(C(=O)C(CCO)NC(=O)OC(C)(C)C)C2)C1=O. RXN SMILES: [C:19]([CH3:20])([CH3:21])([CH3:22])[O:23][C:24](=[O:25])[NH:26][CH:27]([C:28](=[O:29])[OH:30])[CH2:31][CH2:32][OH:33].[CH3:1][N:2]1[C:3](=[O:18])[C:4]2([CH:5]([c:7]3[cH:8][cH:9][cH:10][cH:11][cH:12]3)[CH2:6]1)[CH2:13][NH:14][CH2:15][CH2:16][CH2:17]2.[CH3:43][C:44]#[N:45].[CH3:46][CH2:47][O:48][C:49](=[O:50])[CH3:51].[CH:34]([N:35]([CH:36]([CH3:37])[CH3:38])[CH2:39][CH3:40])([CH3:41])[CH3:42].[OH2:52]>>[CH3:1][N:2]1[C:3](=[O:18])[C:4]2([CH:5]([c:7]3[cH:8][cH:9][cH:10][cH:11][cH:12]3)[CH2:6]1)[CH2:13][N:14]([C:28]([CH:27]([NH:26][C:24]([O:23][C:19]([CH3:20])([CH3:21])[CH3:22])=[O:25])[CH2:31][CH2:32][OH:33])=[O:29])[CH2:15][CH2:16][CH2:17]2.